This data is from the Open Reaction Database (ORD), a public repository of structured organic reaction records. The task is: describe an organic reaction: reactants, conditions, products, and yield Starting materials: CC(C)COC(C)ONC(=O)CCCCCCC(=O)Nc1ccc(CNC(C(=O)OC2CCCC2)c2ccccc2)cc1, ClCCl, Cl, C1COCCO1. Yields the product O=C(CCCCCCC(=O)Nc1ccc(CNC(C(=O)OC2CCCC2)c2ccccc2)cc1)NO. As a reaction SMILES: [CH:1]1([O:6][C:7]([CH:8]([c:9]2[cH:10][cH:11][cH:12][cH:13][cH:14]2)[NH:15][CH2:16][c:17]2[cH:18][cH:19][c:20]([NH:23][C:24]([CH2:25][CH2:26][CH2:27][CH2:28][CH2:29][CH2:30][C:31]([NH:32][O:33][CH:34]([O:35][CH2:36][CH:37]([CH3:38])[CH3:39])[CH3:40])=[O:41])=[O:42])[cH:21][cH:22]2)=[O:43])[CH2:2][CH2:3][CH2:4][CH2:5]1.[Cl:45][CH2:46][Cl:47].[ClH:44].[O:48]1[CH2:49][CH2:50][O:51][CH2:52][CH2:53]1>>[CH:1]1([O:6][C:7]([CH:8]([c:9]2[cH:10][cH:11][cH:12][cH:13][cH:14]2)[NH:15][CH2:16][c:17]2[cH:18][cH:19][c:20]([NH:23][C:24]([CH2:25][CH2:26][CH2:27][CH2:28][CH2:29][CH2:30][C:31]([NH:32][OH:33])=[O:41])=[O:42])[cH:21][cH:22]2)=[O:43])[CH2:2][CH2:3][CH2:4][CH2:5]1. Reactants: C(C(=C)C)(=O)Cl (methacrylic acid chloride), OC1=CC=C(C=O)C=C1 (4-hydroxybenzaldehyde), C(C)#N (acetonitrile), ice methanol. The solvent is C(C)N(CC)CC (triethylamine). Conditions: time 2 hour. Product: C(C(=C)C)(=O)OC1=CC=C(C=C1)C=O (4-formylphenyl methacrylate). RXN SMILES: [OH:1][C:2]1[CH:9]=[CH:8][C:5]([CH:6]=[O:7])=[CH:4][CH:3]=1.C(#N)C.[C:13](Cl)(=[O:17])[C:14]([CH3:16])=[CH2:15]>C(N(CC)CC)C>[C:13]([O:1][C:2]1[CH:9]=[CH:8][C:5]([CH:6]=[O:7])=[CH:4][CH:3]=1)(=[O:17])[C:14]([CH3:16])=[CH2:15]. Procedure details: To 61 g of 4-hydroxybenzaldehyde, 400 ml of acetonitrile and 84 ml of triethylamine were added to effect the dissolution. The resulting solution was cooled to 0° C. by ice-methanol and thereto 48.4 ml of methacrylic acid chloride was gradually added dropwise. After 2 hours, the reaction solution was extracted by liquid separation with water and ethyl acetate and then subjected to silica gel column chromatography to produce the objective compound. The objective compound obtained was immediately u... Starting materials: CC#N, COc1ccc(NC(c2ccc(Cl)cc2CNC(=O)C2CCCN2C(=O)C(O)C2CCCCC2)C(F)F)cc1, O. The product is NC(c1ccc(Cl)cc1CNC(=O)C1CCCN1C(=O)C(O)C1CCCCC1)C(F)F. Reaction SMILES: [CH3:41][C:42]#[N:43].[Cl:1][c:2]1[cH:3][cH:4][c:5]([CH:27]([CH:28]([F:29])[F:30])[NH:31][c:32]2[cH:33][cH:34][c:35]([O:36][CH3:37])[cH:38][cH:39]2)[c:6]([CH2:7][NH:8][C:9]([CH:10]2[N:11]([C:15]([CH:16]([OH:17])[CH:18]3[CH2:19][CH2:20][CH2:21][CH2:22][CH2:23]3)=[O:24])[CH2:12][CH2:13][CH2:14]2)=[O:25])[cH:26]1.[OH2:40]>>[Cl:1][c:2]1[cH:3][cH:4][c:5]([CH:27]([CH:28]([F:29])[F:30])[NH2:31])[c:6]([CH2:7][NH:8][C:9]([CH:10]2[N:11]([C:15]([CH:16]([OH:17])[CH:18]3[CH2:19][CH2:20][CH2:21][CH2:22][CH2:23]3)=[O:24])[CH2:12][CH2:13][CH2:14]2)=[O:25])[cH:26]1. Reactants: ClC1=NC=2C=CC(=C(C2C=C1)C(=O)O)Cl (2,6-dichloro-quinoline-5-carboxylic acid), FC1(CCC(CC1)NC)F ((4,4-difluoro-cyclohexyl)-methylamine), Cl.CN(CCCN=C=NCC)C ((3-dimethylamino-propyl)-ethyl-carbodiimide hydrochloride), N1(N=NC2=C1C=CC=C2)O (benzotriazol-1-ol), C(C)N(C(C)C)C(C)C (ethyl-diisopropyl-amine). Run in CN(C)C=O (DMF), O (water). Conditions: time 8 hour. The product is ClC1=NC=2C=CC(=C(C2C=C1)C(=O)NCC1CCC(CC1)(F)F)Cl (2,6-dichloro-N-((4,4-difluorocyclohexyl)methyl)quinoline-5-carboxamide). Isolated yield 76.9%. Reaction SMILES: [Cl:1][C:2]1[CH:11]=[CH:10][C:9]2[C:8]([C:12]([OH:14])=O)=[C:7]([Cl:15])[CH:6]=[CH:5][C:4]=2[N:3]=1.[F:16][C:17]1([F:25])[CH2:22][CH2:21][CH:20](NC)[CH2:19][CH2:18]1.Cl.[CH3:27][N:28](C)CCCN=C=NCC.N1(O)C2C=CC=CC=2N=N1.C(N(C(C)C)C(C)C)C>CN(C=O)C.O>[Cl:1][C:2]1[CH:11]=[CH:10][C:9]2[C:8]([C:12]([NH:28][CH2:27][CH:20]3[CH2:19][CH2:18][C:17]([F:16])([F:25])[CH2:22][CH2:21]3)=[O:14])=[C:7]([Cl:15])[CH:6]=[CH:5][C:4]=2[N:3]=1 |f:2.3|. Procedure: A mixture of 2,6-dichloro-quinoline-5-carboxylic acid (1500.00 mg; 6.20 mmol; 1.00 eq.), (4,4-difluoro-cyclohexyl)-methylamine (1380.48 mg; 7.44 mmol; 1.20 eq.), (3-dimethylamino-propyl)-ethyl-carbodiimide hydrochloride (1425.53 mg; 7.44 mmol; 1.20 eq.) (EDCI), benzotriazol-1-ol (1004.81 mg; 7.44 mmol; 1.20 eq.) (HOBt) and ethyl-diisopropyl-amine (2402.70 mg; 18.59 mmol; 3.00 eq.) in DMF (10.0 mL) was stirred at room temperature overnight. The mixture was poured into water, the solid was collect...